Dataset: the Open Reaction Database (ORD), a public repository of structured organic reaction records. Task: describe an organic reaction: reactants, conditions, products, and yield Reactants: Cc1cc(OCC2CN(C)c3ccccc3O2)cc(C)c1Br, [Li]CCCC, O=C=O, C1CCOC1. Yields the product Cc1cc(OCC2CN(C)c3ccccc3O2)cc(C)c1C(=O)O. As a reaction SMILES: [Br:1][c:2]1[c:3]([CH3:22])[cH:4][c:5]([O:6][CH2:7][CH:8]2[O:9][c:10]3[c:11]([cH:15][cH:16][cH:17][cH:18]3)[N:12]([CH3:14])[CH2:13]2)[cH:19][c:20]1[CH3:21].[CH2:23]([Li:24])[CH2:25][CH2:26][CH3:27].[O:28]=[C:29]=[O:30].[O:31]1[CH2:32][CH2:33][CH2:34][CH2:35]1>>[c:2]1([C:29](=[O:28])[OH:30])[c:3]([CH3:22])[cH:4][c:5]([O:6][CH2:7][CH:8]2[O:9][c:10]3[c:11]([cH:15][cH:16][cH:17][cH:18]3)[N:12]([CH3:14])[CH2:13]2)[cH:19][c:20]1[CH3:21]. Starting materials: FC=1C=CC(=C(C1)O)[N+](=O)[O-] (5-fluoro-2-nitro-phenol), OC1=CC=C(C=C1)CC(=O)OC (methyl 4-hydroxyphenylacetate), C(=O)([O-])[O-].[K+].[K+] (K2CO3). The solvent is CN(C)C=O (DMF). Conditions: temperature 110 celsius, time 12 hour. Yields the product OC=1C=C(OC2=CC=C(C=C2)CC(=O)O)C=CC1[N+](=O)[O-] ([4-(3-hydroxy-4-nitro-phenoxy)-phenyl]-acetic acid). Reaction SMILES: F[C:2]1[CH:3]=[CH:4][C:5]([N+:9]([O-:11])=[O:10])=[C:6]([OH:8])[CH:7]=1.[OH:12][C:13]1[CH:18]=[CH:17][C:16]([CH2:19][C:20]([O:22]C)=[O:21])=[CH:15][CH:14]=1.C([O-])([O-])=O.[K+].[K+]>CN(C=O)C>[OH:8][C:6]1[CH:7]=[C:2]([CH:3]=[CH:4][C:5]=1[N+:9]([O-:11])=[O:10])[O:12][C:13]1[CH:14]=[CH:15][C:16]([CH2:19][C:20]([OH:22])=[O:21])=[CH:17][CH:18]=1 |f:2.3.4|. Procedure: To 4.0 g (4.0 mmol) of resin-bound 5-fluoro-2-nitro-phenol prepared as generally described in Example 37 in 8.0 mL of DMF were added 1.34 g (8.0 mmol) of methyl 4-hydroxyphenylacetate, and 1.20 g (8.0 mmol) of K2CO3. The mixture was heated to 110° C. for 12 h. The resin was washed with H2O, DMF, MeOH, DCM three times of each, and was hydrolyzed by LiOH/H2O/THF/ethanol at rt for 12 h to give the resin-bound [4-(3-hydroxy-4-nitro-phenoxy)-phenyl]-acetic acid. The reactants are C(C)(=O)O[C@@H]1C=C(O[C@@H]([C@H]1OC(C)=O)COC(C)(C)C)[SiH](C)C (3,4-di-O-acetyl-6-O-tert.butyldimethylsilyl-glucal). The solvent is P(=O)([O-])([O-])[O-].[K+].[K+].[K+] (potassium phosphate). Yields the product C(C)(=O)O[C@H]1[C@@H](C=C(O[C@@H]1COC(C)(C)C)[SiH](C)C)O (4-O-acetyl-6-O-tert.butyldimethylsilyl-glucal). Isolated yield 82.0%. RXN SMILES: C([O:4][C@H:5]1[C@H:10]([O:11][C:12](=[O:14])[CH3:13])[C@@H:9]([CH2:15][O:16][C:17]([CH3:20])([CH3:19])[CH3:18])[O:8][C:7]([SiH:21]([CH3:23])[CH3:22])=[CH:6]1)(=O)C>P([O-])([O-])([O-])=O.[K+].[K+].[K+]>[C:12]([O:11][C@@H:10]1[C@@H:9]([CH2:15][O:16][C:17]([CH3:18])([CH3:19])[CH3:20])[O:8][C:7]([SiH:21]([CH3:22])[CH3:23])=[CH:6][C@H:5]1[OH:4])(=[O:14])[CH3:13] |f:1.2.3.4|. Procedure: 1.03 g (3 mmol) of 3,4-di-O-acetyl-6-O-tert.butyldimethylsilyl-glucal in 10 ml of 0.1M potassium phosphate buffer (pH=7) are stirred with 0.5-1.0 g of lipase P or lipase Fp (Amano), immobilized on SiO2, at room temperature. After the reaction is complete (5-8 h), the immobilized reusable enzyme is separated off. The desired 4-O-acetyl-6-O-tert.butyldimethylsilyl-glucal is obtained either by extraction of the aqueous solution with chloroform or ethyl acetate or after freeze-drying and subsequent ...